Dataset: the Open Reaction Database (ORD), a public repository of structured organic reaction records. Task: describe an organic reaction: reactants, conditions, products, and yield Reaction SMILES: [CH3:1][S:2][C:3]1[CH:4]=[C:5]([CH:32]=[CH:33][CH:34]=1)[C:6]([NH:8][C:9]1[CH:14]=[CH:13][C:12]([N:15]2[C:21](=[O:22])[CH2:20][C:19](=[O:23])[NH:18][C:17]3[C:24]4[C:29]([CH:30]=[CH:31][C:16]2=3)=[CH:28][CH:27]=[CH:26][CH:25]=4)=[CH:11][CH:10]=1)=[O:7].ClC1C=CC=C(C(OO)=[O:43])C=1.C(OCC)(=O)C>CN(C)C=O>[CH3:1][S:2]([C:3]1[CH:4]=[C:5]([CH:32]=[CH:33][CH:34]=1)[C:6]([NH:8][C:9]1[CH:10]=[CH:11][C:12]([N:15]2[C:21](=[O:22])[CH2:20][C:19](=[O:23])[NH:18][C:17]3[C:24]4[C:29]([CH:30]=[CH:31][C:16]2=3)=[CH:28][CH:27]=[CH:26][CH:25]=4)=[CH:13][CH:14]=1)=[O:7])=[O:43]. Reported procedure: 5-[4-[3-(Methylthio)benzoylamino]phenyl]-1H-naphtho[1,2-b][1,4]diazepine-2,4(3H,5H)-dione (20 mg, 0.043 mmol) obtained in Example 126 was dissolved in dimethylformamide (0.4 mL), the solution was added with m-chloroperbenzoic acid (ii mg, 0.03 mmol) at −20° C., and the mixture was stirred for 30 minutes. After completion of the reaction, the reaction mixture was added with ethyl acetate at −20° C., the organic layer was washed with saturated aqueous sodium hydrogencarbonate, water, and saturated... Reactants: ClC1=CC(=CC=C1)C(=O)OO (m-chloroperbenzoic acid), CSC=1C=C(C(=O)NC2=CC=C(C=C2)N2C3=C(NC(CC2=O)=O)C2=CC=CC=C2C=C3)C=CC1 (5-[4-[3-(Methylthio)benzoylamino]phenyl]-1H-naphtho[1,2-b][1,4]diazepine-2,4(3H,5H)-dione), C(C)(=O)OCC (ethyl acetate). Run in CN(C=O)C (dimethylformamide). Product: CS(=O)C=1C=C(C(=O)NC2=CC=C(C=C2)N2C3=C(NC(CC2=O)=O)C2=CC=CC=C2C=C3)C=CC1 (5-[4-(3-Methanesulfinylbenzoylamino)phenyl]-1H-naphtho[1,2-b][1,4]diazepine-2,4(3H,5H)-dione). Yield: 55.1%. Conditions: time 30 minute. Starting materials: C1(=C(C(=C(C(=C1F)F)F)N)F)N.Cl.Cl (dihydrochloride), [ 4,3-b ]-isomer, C(C)OC(=O)N1CCC(=CCC1)OCC (1-ethoxycarbonyl-4-ethoxy-2,3,6,7-tetrahydro-azepine), 1-ethoxycarbonyl-4-ethoxy-5H-1,2,6,7tetrahydro-azepine, NCC(=O)C1=CC=CC=C1 (2-amino-acetophenone), C1(=C(C(=C(C(=C1F)F)F)N)F)N.Cl.Cl (dihydrochloride). Product: C(C)OC(=O)N1CC=2C(=NC=3C=CC=CC3C2C)CCC1 (2,3,4,5-tetrahydro-11-methyl-1H-2-azepino[4,3-b]quinoline-carboxylic acid ethyl ester), hydrochlorides. RXN SMILES: [CH2:1]([O:3][C:4]([N:6]1[CH2:12][CH2:11][CH:10]=[C:9](OCC)[CH2:8][CH2:7]1)=[O:5])[CH3:2].N[CH2:17][C:18]([C:20]1[CH:25]=[CH:24][CH:23]=[CH:22][CH:21]=1)=O.C1(N)C(F)=C(F)C(F)=C([NH2:35])C=1F.Cl.Cl>>[CH2:1]([O:3][C:4]([N:6]1[CH2:12][CH2:11][CH2:10][C:9]2=[N:35][C:21]3[CH:22]=[CH:23][CH:24]=[CH:25][C:20]=3[C:18]([CH3:17])=[C:8]2[CH2:7]1)=[O:5])[CH3:2] |f:2.3.4|. Procedure details: 2,3,4,5-tetrahydro-11-methyl-1H-2-azepino[4,3-b]quinoline-carboxylic acid ethyl ester and their hydrochlorides were prepared from an isomer mixture of 1-ethoxycarbonyl-4-ethoxy-2,3,6,7-tetrahydro-azepine and 1-ethoxycarbonyl-4-ethoxy-5H-1,2,6,7tetrahydro-azepine (ratio: 1:1) and 2-amino-acetophenone analogous to Example 217. Yield of the dihydrochloride of the [4,5-b]-isomer: 52% of theory; m.p. 247° C. Yield of the dihydrochloride of the [4,3-b]-isomer: 43% of theory; m.p. 219° C.